The task is: describe an organic reaction: reactants, conditions, products, and yield. This data is from the Open Reaction Database (ORD), a public repository of structured organic reaction records. The reactants are [BH4-], C1CCOC1, CO, [Na+], O=Cc1cc2ccccc2o1. The product is OCc1cc2ccccc2o1. RXN SMILES: [BH4-:17].[CH2:12]1[O:13][CH2:14][CH2:15][CH2:16]1.[CH3:19][OH:20].[Na+:18].[o:1]1[c:2]([CH:10]=[O:11])[cH:3][c:4]2[c:5]1[cH:6][cH:7][cH:8][cH:9]2>>[o:1]1[c:2]([CH2:10][OH:11])[cH:3][c:4]2[c:5]1[cH:6][cH:7][cH:8][cH:9]2. Starting materials: CC(C)=O, O=C(c1ccc(F)cc1)C(Br)CCCl, [I-], [K+], [K+], [Na+], O=C([O-])[O-], Oc1cccc2ccccc12. The product is O=C(c1ccc(F)cc1)C(CCCl)Oc1cccc2ccccc12. Reaction SMILES: [CH3:34][C:35](=[O:36])[CH3:37].[F:1][c:2]1[cH:3][cH:4][c:5]([C:6](=[O:7])[CH:8]([CH2:9][CH2:10][Cl:11])[Br:12])[cH:13][cH:14]1.[I-:27].[K+:28].[K+:29].[Na+:26].[O-:30][C:31]([O-:32])=[O:33].[c:15]1([OH:25])[cH:16][cH:17][cH:18][c:19]2[cH:20][cH:21][cH:22][cH:23][c:24]12>>[F:1][c:2]1[cH:3][cH:4][c:5]([C:6](=[O:7])[CH:8]([CH2:9][CH2:10][Cl:11])[O:25][c:15]2[cH:16][cH:17][cH:18][c:19]3[cH:20][cH:21][cH:22][cH:23][c:24]23)[cH:13][cH:14]1. Starting materials: CCOC(C)=O, ClCCl, COC(=O)c1csc(N)n1, O=C1CCC(=O)N1I. The product is COC(=O)c1nc(N)sc1I. As a reaction SMILES: [CH3:22][CH2:23][O:24][C:25]([CH3:26])=[O:27].[Cl:19][CH2:20][Cl:21].[NH2:1][c:2]1[s:3][cH:4][c:5]([C:7](=[O:8])[O:9][CH3:10])[n:6]1.[O:11]=[C:12]1[N:13]([I:18])[C:14](=[O:15])[CH2:16][CH2:17]1>>[NH2:1][c:2]1[s:3][c:4]([I:18])[c:5]([C:7](=[O:8])[O:9][CH3:10])[n:6]1. Starting materials: CCOC(=O)c1cc2c(C)cccc2[nH]1, CN(C)C=O, [Cl-], [H-], [Na+], [Na+], CCOC(=O)COCCOS(=O)(=O)c1ccc(C)cc1. Yields the product CCOC(=O)COCCn1c(C(=O)OCC)cc2c(C)cccc21. As a reaction SMILES: [CH3:21][c:22]1[c:23]2[cH:24][c:25]([C:31](=[O:32])[O:33][CH2:34][CH3:35])[nH:26][c:27]2[cH:28][cH:29][cH:30]1.[CH3:40][N:41]([CH3:42])[CH:43]=[O:44].[Cl-:39].[H-:36].[Na+:37].[Na+:38].[c:1]1([CH3:2])[cH:3][cH:4][c:5]([S:6]([O:7][CH2:11][CH2:12][O:13][CH2:14][C:15](=[O:16])[O:17][CH2:18][CH3:19])(=[O:8])=[O:9])[cH:10][cH:20]1>>[CH2:11]([CH2:12][O:13][CH2:14][C:15](=[O:16])[O:17][CH2:18][CH3:19])[n:26]1[c:25]([C:31](=[O:32])[O:33][CH2:34][CH3:35])[cH:24][c:23]2[c:22]([CH3:21])[cH:30][cH:29][cH:28][c:27]21. Starting materials: ClCCOC1=C(C=C(C=C1)CCCO)I (3-[4-(2-chloroethoxy)-3-iodophenyl]propan-1-ol), CC(C)([O-])C.[K+] (potassium tert-butoxide), Cl (HCl). Reaction conditions: time 3 hour. Product: IC=1C=C(C=CC1OC=C)CCCO (3-[3-iodo-4-(vinyloxy)phenyl]propan-1-ol). Solvent: C1CCOC1 (THF). Reaction SMILES: Cl[CH2:2][CH2:3][O:4][C:5]1[CH:10]=[CH:9][C:8]([CH2:11][CH2:12][CH2:13][OH:14])=[CH:7][C:6]=1[I:15].CC(C)([O-])C.[K+].Cl>C1COCC1>[I:15][C:6]1[CH:7]=[C:8]([CH2:11][CH2:12][CH2:13][OH:14])[CH:9]=[CH:10][C:5]=1[O:4][CH:3]=[CH2:2] |f:1.2|. Procedure details: To a 0° C. solution of 3-[4-(2-chloroethoxy)-3-iodophenyl]propan-1-ol (Step B) (1.00 g, 2.94 mmol) in THF (10 ml) was added potassium tert-butoxide (1M in THF) (6.61 ml, 6.61 mmol). The resulting solution was warmed to RT (turned cloudy) and stirred under nitrogen for 3 hours. Dilute HCl was added to the mixture and extracted 2 times with ethyl acetate. The combined organics were washed with brine and the solvent was evaporated under reduced pressure. The residue was purified by flash column chr... Starting materials: [Al+3], O=C1CCCCC1Cc1ccccc1, CCCCCC, [Cl-], [Cl-], [Cl-], Cl. The product is c1ccc2c(c1)CC1=C2CCCC1. As a reaction SMILES: [Al+3:2].[CH2:5]([c:6]1[cH:7][cH:8][cH:9][cH:10][cH:11]1)[CH:12]1[C:13](=[O:18])[CH2:14][CH2:15][CH2:16][CH2:17]1.[CH3:20][CH2:21][CH2:22][CH2:23][CH2:24][CH3:25].[Cl-:1].[Cl-:3].[Cl-:4].[ClH:19]>>[CH2:5]1[c:6]2[cH:7][cH:8][cH:9][cH:10][c:11]2[C:13]2=[C:12]1[CH2:17][CH2:16][CH2:15][CH2:14]2.